From a dataset of the Open Reaction Database (ORD), a public repository of structured organic reaction records. describe an organic reaction: reactants, conditions, products, and yield Reported procedure: A mixture of (R)-2-(6-chloro-5-((1-hydroxy-4-(trifluoromethyl)cyclohexyl)methylcarbamoyl)-1-oxoisoquinolin-2(1H)-yl)propyl acetate (76 mg, 0.00014 mol) and potassium carbonate (20 mg, 0.0001 mol) was stirred in methanol (6 mL, 0.1 mol) at room temperature ) at room temperature for 1 hour and concentrated. The residue was purified by reverse phase preparative HPLC to afford a white solid. RXN SMILES: C([O:4][CH2:5][C@H:6]([N:8]1[CH:17]=[CH:16][C:15]2[C:10](=[CH:11][CH:12]=[C:13]([Cl:33])[C:14]=2[C:18](=[O:32])[NH:19][CH2:20][C:21]2([OH:31])[CH2:26][CH2:25][CH:24]([C:27]([F:30])([F:29])[F:28])[CH2:23][CH2:22]2)[C:9]1=[O:34])[CH3:7])(=O)C.C(=O)([O-])[O-].[K+].[K+].CO>>[Cl:33][C:13]1[CH:12]=[CH:11][C:10]2[C:9](=[O:34])[N:8]([C@H:6]([CH3:7])[CH2:5][OH:4])[CH:17]=[CH:16][C:15]=2[C:14]=1[C:18]([NH:19][CH2:20][C:21]1([OH:31])[CH2:26][CH2:25][CH:24]([C:27]([F:28])([F:30])[F:29])[CH2:23][CH2:22]1)=[O:32] |f:1.2.3|. The reactants are C(C)(=O)OC[C@@H](C)N1C(C2=CC=C(C(=C2C=C1)C(NCC1(CCC(CC1)C(F)(F)F)O)=O)Cl)=O ((R)-2-(6-chloro-5-((1-hydroxy-4-(trifluoromethyl)cyclohexyl)methylcarbamoyl)-1-oxoisoquinolin-2(1H)-yl)propyl acetate), C([O-])([O-])=O.[K+].[K+] (potassium carbonate), CO (methanol). Product: ClC1=C(C=2C=CN(C(C2C=C1)=O)[C@@H](CO)C)C(=O)NCC1(CCC(CC1)C(F)(F)F)O ((R)-6-Chloro-N-((1-hydroxy-4-(trifluoromethyl)cyclohexyl)methyl)-2-(1-hydroxypropan-2-yl)-1-oxo-1,2-dihydroisoquinoline-5-carboxamide). Reactants: mixture, N[C@@]1([C@@H]2[C@]([C@@H]2C[C@H]1OCC1=CC(=C(C=C1)Cl)Cl)(C(=O)N)F)C#N ((1R,2S,3R,5R,6R)-2-amino-2-cyano-3-[(3,4-dichloro benzyl)oxy]-6-fluoro bicyclo[3.1.0]hexane-6-carboxamide), N[C@]1([C@@H]2[C@]([C@@H]2C[C@H]1OCC1=CC(=C(C=C1)Cl)Cl)(C(=O)N)F)C#N ((1R,2R,3R,5R,6R)-2-amino-2-cyano-3-[(3,4-dichloro benzyl)oxy]-6-fluoro bicyclo[3.1.0]hexane-6-carboxamide), C([C@H](O)[C@@H](O)C(=O)O)(=O)O (L-tartaric acid). Solvent: C(C)(=O)OCC (ethyl acetate). Run at time 15 minute. Yields the product C([C@H](O)[C@@H](O)C(=O)O)(=O)O.N[C@@]1([C@@H]2[C@]([C@@H]2C[C@H]1OCC1=CC(=C(C=C1)Cl)Cl)(C(=O)N)F)C#N ((1R,2S,3R,5R,6R)-2-amino-2-cyano-3-[(3,4-dichloro benzyl)oxy]-6-fluoro bicyclo[3.1.0]hexane-6-carboxamide L-tartarate). Reaction SMILES: [NH2:1][C@@:2]1([C:22]#[N:23])[C@H:7]([O:8][CH2:9][C:10]2[CH:15]=[CH:14][C:13]([Cl:16])=[C:12]([Cl:17])[CH:11]=2)[CH2:6][C@@H:5]2[C@H:3]1[C@@:4]2([F:21])[C:18]([NH2:20])=[O:19].N[C@]1(C#N)[C@H](OCC2C=CC(Cl)=C(Cl)C=2)C[C@@H]2[C@H]1[C@@]2(F)C(N)=O.[C:47]([OH:56])(=[O:55])[C@@H:48]([C@H:50]([C:52]([OH:54])=[O:53])[OH:51])[OH:49]>C(OCC)(=O)C>[C:47]([OH:56])(=[O:55])[C@@H:48]([C@H:50]([C:52]([OH:54])=[O:53])[OH:51])[OH:49].[NH2:1][C@@:2]1([C:22]#[N:23])[C@H:7]([O:8][CH2:9][C:10]2[CH:15]=[CH:14][C:13]([Cl:16])=[C:12]([Cl:17])[CH:11]=2)[CH2:6][C@@H:5]2[C@H:3]1[C@@:4]2([F:21])[C:18]([NH2:20])=[O:19] |f:4.5|. Procedure: To ethyl acetate (5 mL) solution containing 250.2 mg of the mixture of (1R,2S,3R,5R,6R)-2-amino-2-cyano-3-[(3,4-dichloro benzyl)oxy]-6-fluoro bicyclo[3.1.0]hexane-6-carboxamide (6a) and (1R,2R,3R,5R,6R)-2-amino-2-cyano-3-[(3,4-dichloro benzyl)oxy]-6-fluoro bicyclo[3.1.0]hexane-6-carboxamide (8a) [containing (6a): 168.6 mg and (8a): 74.8 mg], 107.9 mg (content: 99 wt %) of L-tartaric acid was added and stirred for 19 hrs and 15 min at room temperature. The resulting slurry was filtered under suct... As a reaction SMILES: [CH3:29][n:30]1[c:31](=[O:44])[cH:32][c:33]([NH:36][C:37](=[O:38])[n:39]2[cH:40][cH:41][n:42][cH:43]2)[cH:34][cH:35]1.[Cl:1][c:2]1[c:3]([F:28])[c:4]([CH:8]2[NH:9][CH2:10][CH:11]([CH2:23][C:24]([CH3:25])([CH3:26])[CH3:27])[C:12]2([C:13]#[N:14])[c:15]2[c:16]([F:22])[cH:17][c:18]([Cl:21])[cH:19][cH:20]2)[cH:5][cH:6][cH:7]1.[Cl:45][CH2:46][Cl:47]>>[Cl:1][c:2]1[c:3]([F:28])[c:4]([CH:8]2[N:9]([C:37]([NH:36][c:33]3[cH:32][c:31](=[O:44])[n:30]([CH3:29])[cH:35][cH:34]3)=[O:38])[CH2:10][CH:11]([CH2:23][C:24]([CH3:25])([CH3:26])[CH3:27])[C:12]2([C:13]#[N:14])[c:15]2[c:16]([F:22])[cH:17][c:18]([Cl:21])[cH:19][cH:20]2)[cH:5][cH:6][cH:7]1. Product: Cn1ccc(NC(=O)N2CC(CC(C)(C)C)C(C#N)(c3ccc(Cl)cc3F)C2c2cccc(Cl)c2F)cc1=O. Reactants: Cn1ccc(NC(=O)n2ccnc2)cc1=O, CC(C)(C)CC1CNC(c2cccc(Cl)c2F)C1(C#N)c1ccc(Cl)cc1F, ClCCl. The reactants are C1(CC1)NC(=O)C=1N=NN(C1\C=C\C=1NC=CN1)C1=CC=C(C=C1)C(=O)NCC (N-cyclopropyl-1-{4-[(ethylamino)carbonyl]phenyl}-5-[(E)-2-(1H-imidazol-2-yl)vinyl]-1H-1,2,3-triazole-4-carboxamide), CI (methyl iodide), C([O-])([O-])=O.[K+].[K+] (potassium carbonate). The solvent is CC(=O)C (acetone), CN(C)C=O (DMF). Run at time 3 day. Product: C1(CC1)NC(=O)C=1N=NN(C1\C=C\C=1N(C=CN1)C)C1=CC=C(C=C1)C(=O)NCC (N-cyclopropyl-1-{4-[(ethylamino)carbonyl]phenyl}-5-[(E)-2-(1-methyl-1H-imidazol-2-yl)vinyl]-1H-1,2,3-triazole-4-carboxamide). Isolated yield 12.9%. Reaction SMILES: [CH:1]1([NH:4][C:5]([C:7]2[N:8]=[N:9][N:10]([C:19]3[CH:24]=[CH:23][C:22]([C:25]([NH:27][CH2:28][CH3:29])=[O:26])=[CH:21][CH:20]=3)[C:11]=2/[CH:12]=[CH:13]/[C:14]2[NH:15][CH:16]=[CH:17][N:18]=2)=[O:6])[CH2:3][CH2:2]1.CI.[C:32](=O)([O-])[O-].[K+].[K+]>CC(C)=O.CN(C=O)C>[CH:1]1([NH:4][C:5]([C:7]2[N:8]=[N:9][N:10]([C:19]3[CH:20]=[CH:21][C:22]([C:25]([NH:27][CH2:28][CH3:29])=[O:26])=[CH:23][CH:24]=3)[C:11]=2/[CH:12]=[CH:13]/[C:14]2[N:18]([CH3:32])[CH:17]=[CH:16][N:15]=2)=[O:6])[CH2:2][CH2:3]1 |f:2.3.4|. Reported procedure: N-Cyclopropyl-1-{4-[(ethylamino)carbonyl]phenyl}-5-[(E)-2-(1H-imidazol-2-yl)vinyl]-1H-1,2,3-triazole-4-carboxamide (150 mg) obtained in Example 322 was dissolved in acetone (3 ml) and DMF (3 ml), methyl iodide (72 μl) and potassium carbonate (300 mg) were added, and the mixture was stirred at room temperature for 3 days. After an insoluble material was removed by filtration, the reaction mixture was concentrated under reduced pressure, and the obtained residue was dissolved in chloroform. The ob... Starting materials: N#Cc1cccc(Br)c1, CCOC(C)=O, COc1ccc(C2CNC(=O)C2)cc1OC1CCCC1, NC1CCCCC1N, [Cu]I, [K+], [K+], [K+], C1COCCO1, CN(C)C=O, O=P([O-])([O-])[O-]. Yields the product COc1ccc(C2CC(=O)N(c3cccc(C#N)c3)C2)cc1OC1CCCC1. RXN SMILES: [Br:21][c:22]1[cH:23][c:24]([C:25]#[N:26])[cH:27][cH:28][cH:29]1.[CH3:46][CH2:47][O:48][C:49]([CH3:50])=[O:51].[CH:1]1([O:6][c:7]2[cH:8][c:9]([CH:15]3[CH2:16][C:17](=[O:20])[NH:18][CH2:19]3)[cH:10][cH:11][c:12]2[O:13][CH3:14])[CH2:2][CH2:3][CH2:4][CH2:5]1.[CH:38]1([NH2:39])[CH2:40][CH2:41][CH2:42][CH2:43][CH:44]1[NH2:45].[Cu:52][I:53].[K+:35].[K+:36].[K+:37].[O:54]1[CH2:55][CH2:56][O:57][CH2:58][CH2:59]1.[O:60]=[CH:61][N:62]([CH3:63])[CH3:64].[P:30]([O-:31])([O-:32])([O-:33])=[O:34]>>[CH:1]1([O:6][c:7]2[cH:8][c:9]([CH:15]3[CH2:16][C:17](=[O:20])[N:18]([c:22]4[cH:23][c:24]([C:25]#[N:26])[cH:27][cH:28][cH:29]4)[CH2:19]3)[cH:10][cH:11][c:12]2[O:13][CH3:14])[CH2:2][CH2:3][CH2:4][CH2:5]1. The reactants are [Br-].[Br-].[Br-].[NH+]1=CC=CC=C1.[NH+]1=CC=CC=C1.[NH+]1=CC=CC=C1 (Pyridinium tribromide), FC1=C(C=CC(=C1)F)C(CC=1C=CC=2N(N1)C(=NN2)C(C)C)=O (1-(2,4-difluorophenyl)-2-(3-isopropyl-[1,2,4]triazolo[4,3-b]pyridazin-6-yl)ethanone), crude mixture. Run in C1CCOC1 (THF), C(Cl)Cl (DCM). Run at time 4 hour. Yields the product BrC(C(=O)C1=C(C=C(C=C1)F)F)C=1C=CC=2N(N1)C(=NN2)C(C)C (2-Bromo-1-(2,4-difluorophenyl)-2-(3-isopropyl-[1,2,4]triazolo[4,3-b]pyridazin-6-yl)ethanone). Yield: 100.2%. RXN SMILES: [Br-:1].[Br-].[Br-].[NH+]1C=CC=CC=1.[NH+]1C=CC=CC=1.[NH+]1C=CC=CC=1.[F:22][C:23]1[CH:28]=[C:27]([F:29])[CH:26]=[CH:25][C:24]=1[C:30](=[O:44])[CH2:31][C:32]1[CH:33]=[CH:34][C:35]2[N:36]([C:38]([CH:41]([CH3:43])[CH3:42])=[N:39][N:40]=2)[N:37]=1>C1COCC1.C(Cl)Cl>[Br:1][CH:31]([C:32]1[CH:33]=[CH:34][C:35]2[N:36]([C:38]([CH:41]([CH3:42])[CH3:43])=[N:39][N:40]=2)[N:37]=1)[C:30]([C:24]1[CH:25]=[CH:26][C:27]([F:29])=[CH:28][C:23]=1[F:22])=[O:44] |f:0.1.2.3.4.5|. Reported procedure: Pyridinium tribromide (0.567 g, 1.77 mmol) was added to a solution of 1-(2,4-difluorophenyl)-2-(3-isopropyl-[1,2,4]triazolo[4,3-b]pyridazin-6-yl)ethanone (0.488 g, 1.54 mmol; Preparation #K.1) in THF (6 mL) and the resulting reaction mixture was stirred at ambient temperature for about 4 h. The crude mixture was diluted with DCM (20 mL) and washed with water. The organic layer was dried over MgSO4, filtered, and concentrated under reduced pressure to give the crude title compound (0.61 g, 100%):... Run in C(C)O (ethanol). Reaction SMILES: [NH:1]1[C:9]2[C:4](=[CH:5][CH:6]=[CH:7][CH:8]=2)[C:3](C=O)=[N:2]1.NN1C=CC=C1.C(O)(=O)C>C(O)C>[NH:1]1[C:9]2[C:4](=[CH:5][CH:6]=[CH:7][CH:8]=2)[CH:3]=[N:2]1. Starting materials: N1N=C(C2=CC=CC=C12)C=O (1H-indazole-3-carbaldehyde), NN1C=CC=C1 (N-aminopyrrole), C(C)(=O)O (acetic acid). Yields the product N1N=CC2=CC=CC=C12 (1H-indazole). Procedure: A solution of 6-pyridin-4-yl-1-(2-trimethylsilanyl)-ethoxymethyl)-1H-indazole-3-carbaldehyde (208 mg, 0.59 mmol), N-aminopyrrole (145 mg, 1.76 mmol), and acetic acid (5.8 μl) in ethanol (1 ml) was held at 95° C. for 16 h. The solution was then evaporated under reduced pressure, and purified by silica gel chromatography to give 1H-indazole as an oil (140 mg, 57%). 1H NMR (300 MHz, CDCl3) 9.08 (s, 1H), 8.71 (d, 2H, J=6.1 Hz), 8.46 (d, 1H, J=85 Hz), 834 (s, 1H), 7.85 (d, 2H, J=6.2 Hz), 7.80 (d, 1H,... The yield is 200.9%. Starting materials: C(=C)Cl (vinyl chloride), C(C)(C)(C)OC(CCCC1CCCC(O1)O)C (6-[4-(t-butoxy)pentyl]-tetrahydropyran-2-ol), C(=C)[Mg]Cl (vinyl magnesium chloride), ammonium chloride ice, [Mg] (magnesium). Run in O1CCCC1 (tetrahydrofuran), O1CCCC1 (tetrahydrofuran), O1CCCC1 (tetrahydrofuran). Reaction conditions: time 8 hour. Yields the product OC(C=C)CCCC(CCCC(C)OC(C)(C)C)O (3,7-dihydroxy-11-(t-butoxy)-dodec-1-ene). RXN SMILES: [C:1]([O:5][CH:6]([CH3:17])[CH2:7][CH2:8][CH2:9][CH:10]1[O:15][CH:14]([OH:16])[CH2:13][CH2:12][CH2:11]1)([CH3:4])([CH3:3])[CH3:2].[CH:18]([Mg]Cl)=[CH2:19].[Mg].C(Cl)=C>O1CCCC1>[OH:16][CH:14]([CH2:13][CH2:12][CH2:11][CH:10]([OH:15])[CH2:9][CH2:8][CH2:7][CH:6]([O:5][C:1]([CH3:4])([CH3:3])[CH3:2])[CH3:17])[CH:18]=[CH2:19]. Procedure details: A solution of 6-[4-(t-butoxy)pentyl]-tetrahydropyran-2-ol (5 g.) in tetrahydrofuran (50 ml.) was added within 30 minutes at 5° to a solution of vinyl magnesium chloride in tetrahydrofuran, prepared from magnesium (2.0 g.) and 4 g. of vinyl chloride, dissolved in tetrahydrofuran (50 ml.). After stirring overnight at room temperature, the reaction solution was treated with ammonium chloride-ice and then extracted with chloroform (3 times, each time 100 ml.). The organic phase was washed with water... The product is N1(CCOCC1)NC(C1=C(C=C(C=C1)OCC(C1=CC=2C(CCC(C2C=C1)(C)C)(C)C)O)O)=O (N-Morpholinyl-2-hydroxy-4-[2-hydroxy-2-(5,6,7,8-tetrahydro-5,5,8,8-tetramethyl-2-naphthyl) ethoxy]benzamide). The reactants are N1(CCOCC1)NC(C1=C(C=C(C=C1)OCC(=O)C1=CC=2C(CCC(C2C=C1)(C)C)(C)C)O)=O (N-morpholinyl-2-hydroxy-4-(5,6,7,8-tetrahydro-5,5,8,8-tetramethyl-2-naphthoylmethoxy)benzamide). As a reaction SMILES: [N:1]1([NH:7][C:8](=[O:34])[C:9]2[CH:14]=[CH:13][C:12]([O:15][CH2:16][C:17]([C:19]3[CH:28]=[CH:27][C:26]4[C:25]([CH3:30])([CH3:29])[CH2:24][CH2:23][C:22]([CH3:32])([CH3:31])[C:21]=4[CH:20]=3)=[O:18])=[CH:11][C:10]=2[OH:33])[CH2:6][CH2:5][O:4][CH2:3][CH2:2]1>C(O)C>[N:1]1([NH:7][C:8](=[O:34])[C:9]2[CH:14]=[CH:13][C:12]([O:15][CH2:16][CH:17]([OH:18])[C:19]3[CH:28]=[CH:27][C:26]4[C:25]([CH3:30])([CH3:29])[CH2:24][CH2:23][C:22]([CH3:31])([CH3:32])[C:21]=4[CH:20]=3)=[CH:11][C:10]=2[OH:33])[CH2:6][CH2:5][O:4][CH2:3][CH2:2]1. Run in C(C)O (ethanol). Isolated yield 75.4%. Procedure details: Starting from 5.5 g (12 mmol) of N-morpholinyl-2-hydroxy-4-(5,6,7,8-tetrahydro-5,5,8,8-tetramethyl-2-naphthoylmethoxy)benzamide in a manner analogous to Example 10 and by recrystallisation in 10 volume of ethanol, 4.24 g (77%) of the expected product of melting point 153° C. are collected.